From a dataset of the Open Reaction Database (ORD), a public repository of structured organic reaction records. describe an organic reaction: reactants, conditions, products, and yield Reactants: ClCCl, COc1cc(CO)ccc1Cl, O=S(Cl)Cl. Product: COc1cc(CCl)ccc1Cl. RXN SMILES: [Cl:16][CH2:17][Cl:18].[Cl:1][c:2]1[c:3]([O:10][CH3:11])[cH:4][c:5]([CH2:6][OH:7])[cH:8][cH:9]1.[S:12]([Cl:13])([Cl:14])=[O:15]>>[Cl:1][c:2]1[c:3]([O:10][CH3:11])[cH:4][c:5]([CH2:6][Cl:14])[cH:8][cH:9]1. Reaction SMILES: [ClH:1].[O:26]=[S:27]1(=[O:35])[CH2:28][CH:29]([C:32](=[O:33])[OH:34])[CH2:30][CH2:31]1.[O:2]1[CH2:3][O:4][c:5]2[c:6]1[cH:7][cH:8][cH:9][c:10]2[CH:11]1[CH2:12][CH2:13][N:14]([CH2:17][CH2:18][CH:19]2[CH2:20][CH2:21][CH:22]([NH2:25])[CH2:23][CH2:24]2)[CH2:15][CH2:16]1>>[O:2]1[CH2:3][O:4][c:5]2[c:6]1[cH:7][cH:8][cH:9][c:10]2[CH:11]1[CH2:12][CH2:13][N:14]([CH2:17][CH2:18][CH:19]2[CH2:20][CH2:21][CH:22]([NH:25][C:32]([CH:29]3[CH2:28][S:27](=[O:26])(=[O:35])[CH2:31][CH2:30]3)=[O:33])[CH2:23][CH2:24]2)[CH2:15][CH2:16]1. The reactants are Cl, O=C(O)C1CCS(=O)(=O)C1, NC1CCC(CCN2CCC(c3cccc4c3OCO4)CC2)CC1. Product: O=C(NC1CCC(CCN2CCC(c3cccc4c3OCO4)CC2)CC1)C1CCS(=O)(=O)C1. Starting materials: Cl.C(C)OC1=C(OC2CNCCC2)C=CC=C1 (3-(2-ethoxyphenoxy)piperidine hydrochloride), C([C@@H](O)[C@H](O)C(=O)O)(=O)O (D-tartaric acid). Run in CC(=O)C (acetone). Reaction conditions: temperature 20 celsius, time 2 hour. Product: C(=O)(O)[C@@H](O)[C@H](O)C(=O)O.C(C)OC1=C(O[C@H]2CNCCC2)C=CC=C1 ((R)-3-(2-ethoxyphenoxy)piperidine D-tartrate). Isolated yield 50.3%. Reaction SMILES: Cl.[CH2:2]([O:4][C:5]1[CH:17]=[CH:16][CH:15]=[CH:14][C:6]=1[O:7][CH:8]1[CH2:13][CH2:12][CH2:11][NH:10][CH2:9]1)[CH3:3].[C:18]([OH:27])(=[O:26])[C@H:19]([C@@H:21]([C:23]([OH:25])=[O:24])[OH:22])[OH:20]>CC(C)=O>[C:23]([C@H:21]([C@@H:19]([C:18]([OH:27])=[O:26])[OH:20])[OH:22])([OH:25])=[O:24].[CH2:2]([O:4][C:5]1[CH:17]=[CH:16][CH:15]=[CH:14][C:6]=1[O:7][C@@H:8]1[CH2:13][CH2:12][CH2:11][NH:10][CH2:9]1)[CH3:3] |f:0.1,4.5|. Procedure: A slurry of 3-(2-ethoxyphenoxy)piperidine hydrochloride (200 g, 0.776 mol) and D-tartaric acid (118 g, 776 mol) in acetone (3.0 L) was warmed to 56° C. and was held at that temperature for 2 hours. The mixture was cooled to 20° C. and was held at that temperature overnight. The crystals were collected by filtration, rinsing with acetone (1 L), and then were dried to afford (R)-3-(2-ethoxyphenoxy)piperidine D-tartrate (145 g). Chiral HPLC analysis indicated an enantiomeric ratio of 99.5:0.5 (Chir... The reactants are O=Cc1cccc(Br)c1, C1CCNCC1, N#CCC#N, C1COCCO1. Product: N#CC(C#N)=Cc1cccc(Br)c1. As a reaction SMILES: [Br:1][c:2]1[cH:3][c:4]([CH:5]=[O:6])[cH:7][cH:8][cH:9]1.[CH2:15]1[CH2:16][CH2:17][NH:18][CH2:19][CH2:20]1.[N:10]#[C:11][CH2:12][C:13]#[N:14].[O:21]1[CH2:22][CH2:23][O:24][CH2:25][CH2:26]1>>[Br:1][c:2]1[cH:3][c:4]([CH:5]=[C:12]([C:11]#[N:10])[C:13]#[N:14])[cH:7][cH:8][cH:9]1. Reactants: COC(=O)c1cc(Br)cc(OC)c1, O=C([O-])[O-], CC(=O)[O-], CC(=O)[O-], C1COCCO1, COC1CNCCC1NC(=O)OCc1ccccc1, [Cs+], [Cs+], CN(C)C=O, [Pd+2]. Yields the product COC(=O)c1cc(OC)cc(N2CCC(NC(=O)OCc3ccccc3)C(OC)C2)c1. As a reaction SMILES: [Br:1][c:2]1[cH:3][c:4]([C:5](=[O:6])[O:7][CH3:8])[cH:9][c:10]([O:12][CH3:13])[cH:11]1.[C:33](=[O:34])([O-:35])[O-:36].[C:45]([O-:46])(=[O:47])[CH3:48].[C:50]([O-:51])(=[O:52])[CH3:53].[CH2:39]1[O:40][CH2:41][CH2:42][O:43][CH2:44]1.[CH3:14][O:15][CH:16]1[CH2:17][NH:18][CH2:19][CH2:20][CH:21]1[NH:22][C:23]([O:24][CH2:25][c:26]1[cH:27][cH:28][cH:29][cH:30][cH:31]1)=[O:32].[Cs+:37].[Cs+:38].[O:54]=[CH:55][N:56]([CH3:57])[CH3:58].[Pd+2:49]>>[c:2]1([N:18]2[CH2:17][CH:16]([O:15][CH3:14])[CH:21]([NH:22][C:23]([O:24][CH2:25][c:26]3[cH:27][cH:28][cH:29][cH:30][cH:31]3)=[O:32])[CH2:20][CH2:19]2)[cH:3][c:4]([C:5](=[O:6])[O:7][CH3:8])[cH:9][c:10]([O:12][CH3:13])[cH:11]1. Reactants: CC(C)(C)OC(=O)N1CC=C(c2cc(N(COCC[Si](C)(C)C)COCC[Si](C)(C)C)n3nccc3n2)CC1, CCOC(C)=O. Yields the product CC(C)(C)OC(=O)N1CCC(c2cc(N(COCC[Si](C)(C)C)COCC[Si](C)(C)C)n3nccc3n2)CC1. Reaction SMILES: [CH3:1][Si:2]([CH2:3][CH2:4][O:5][CH2:6][N:7]([c:8]1[cH:9][c:10]([C:17]2=[CH:18][CH2:19][N:20]([C:23](=[O:24])[O:25][C:26]([CH3:27])([CH3:28])[CH3:29])[CH2:21][CH2:22]2)[n:11][c:12]2[n:13]1[n:14][cH:15][cH:16]2)[CH2:30][O:31][CH2:32][CH2:33][Si:34]([CH3:35])([CH3:36])[CH3:37])([CH3:38])[CH3:39].[CH3:40][CH2:41][O:42][C:43]([CH3:44])=[O:45]>>[CH3:1][Si:2]([CH2:3][CH2:4][O:5][CH2:6][N:7]([c:8]1[cH:9][c:10]([CH:17]2[CH2:18][CH2:19][N:20]([C:23](=[O:24])[O:25][C:26]([CH3:27])([CH3:28])[CH3:29])[CH2:21][CH2:22]2)[n:11][c:12]2[n:13]1[n:14][cH:15][cH:16]2)[CH2:30][O:31][CH2:32][CH2:33][Si:34]([CH3:35])([CH3:36])[CH3:37])([CH3:38])[CH3:39].